Dataset: the Open Reaction Database (ORD), a public repository of structured organic reaction records. Task: describe an organic reaction: reactants, conditions, products, and yield The reactants are [OH-].[K+] (potassium hydroxide), C1(=CC=CC=C1)C (toluene), C(C=C)Cl (allyl chloride), C(C)(C)C(=O)C (methyl isopropyl ketone). Reagents/catalysts: [Cl-].C(CCCCCCC)[NH+](CCCCCCCC)CCCCCCCC (trioctylammonium chloride). Conditions: temperature 70 celsius, time 4 hour. The product is CC(CC=C)(C(C)=O)C (4,4-dimethylhex-1-en-5-one). Yield: 76.0%. As a reaction SMILES: [OH-].[K+].[CH2:3](Cl)[CH:4]=[CH2:5].C([C:10]([CH3:12])=[O:11])(C)C.[C:13]1(C)[CH:18]=CC=C[CH:14]=1>[Cl-].C([NH+](CCCCCCCC)CCCCCCCC)CCCCCCC>[CH3:3][C:4]([CH3:5])([C:10](=[O:11])[CH3:12])[CH2:18][CH:13]=[CH2:14] |f:0.1,5.6|. Procedure: 63.6 g (1 mol) of powdered technical grade potassium hydroxide (88% strength) are suspended in 200 ml of toluene, and 10 g of trioctylammonium chloride are added. A mixture of 76.5 g (1 mol) of allyl chloride and 129 g (1.5 mols) of methyl isopropyl ketone is then added dropwise so that the temperature does not exceed 70° C. The mixture is stirred for a further 4 hours at 70° C., and is worked up as in Example 1. 96 g (76% of theory) of 4,4-dimethylhex-1-en-5-one of the abovementioned boiling po... Procedure: N-({(3S,4R,6R)-3-(2,4-Difluorophenyl)-4-(hydroxymethyl)-6-[(2S)-tetrahydrofuran-2-yl]tetrahydro-2H-pyran-3-yl}carbamothioyl)benzamide (C102) was converted to the product using the method described for the synthesis of N-[(4aR,6R,8aS)-6-[(benzyloxy)methyl]-8a-(2,4-difluorophenyl)-4,4a,5,6,8,8a-hexahydropyrano[3,4-d][1,3]thiazin-2-yl]benzamide (C8) in Preparation P1. Yield: 1.0 g, 2.2 mmol, 87%. LCMS m/z 458.9 [M+H+]. Product: FC1=C(C=CC(=C1)F)[C@@]12N=C(SC[C@@H]1C[C@@H](OC2)[C@H]2OCCC2)NC(C2=CC=CC=C2)=O (N-{(4aR,6R,8aS)-8a-(2,4-difluorophenyl)-6-[(2S)-tetrahydrofuran-2-yl]-4,4a,5,6,8,8a-hexahydropyrano[3,4-d][1,3]thiazin-2-yl}benzamide). Starting materials: FC1=C(C=CC(=C1)F)[C@@]1(CO[C@H](C[C@H]1CO)[C@H]1OCCC1)NC(=S)NC(C1=CC=CC=C1)=O (N-({(3S,4R,6R)-3-(2,4-Difluorophenyl)-4-(hydroxymethyl)-6-[(2S)-tetrahydrofuran-2-yl]tetrahydro-2H-pyran-3-yl}carbamothioyl)benzamide), C(C1=CC=CC=C1)OC[C@H]1C[C@@H]2[C@@](N=C(SC2)NC(C2=CC=CC=C2)=O)(CO1)C1=C(C=C(C=C1)F)F (N-[(4aR,6R,8aS)-6-[(benzyloxy)methyl]-8a-(2,4-difluorophenyl)-4,4a,5,6,8,8a-hexahydropyrano[3,4-d][1,3]thiazin-2-yl]benzamide). Reaction SMILES: [F:1][C:2]1[CH:7]=[C:6]([F:8])[CH:5]=[CH:4][C:3]=1[C@@:9]1([NH:22][C:23]([NH:25][C:26](=[O:33])[C:27]2[CH:32]=[CH:31][CH:30]=[CH:29][CH:28]=2)=[S:24])[C@H:14]([CH2:15]O)[CH2:13][C@H:12]([C@@H:17]2[CH2:21][CH2:20][CH2:19][O:18]2)[O:11][CH2:10]1.C(OC[C@@H]1OC[C@]2(C3C=CC(F)=CC=3F)N=C(NC(=O)C3C=CC=CC=3)SC[C@@H]2C1)C1C=CC=CC=1>>[F:1][C:2]1[CH:7]=[C:6]([F:8])[CH:5]=[CH:4][C:3]=1[C@:9]12[CH2:10][O:11][C@@H:12]([C@@H:17]3[CH2:21][CH2:20][CH2:19][O:18]3)[CH2:13][C@H:14]1[CH2:15][S:24][C:23]([NH:25][C:26](=[O:33])[C:27]1[CH:32]=[CH:31][CH:30]=[CH:29][CH:28]=1)=[N:22]2. Starting materials: Cc1nc2c(C)cc(Br)cc2[nH]1, O=C([O-])[O-], [Na+], [Na+], C1COCCO1, O. Yields the product Cc1nc2c(C)cc(C(=O)O)cc2[nH]1. RXN SMILES: [Br:1][c:2]1[cH:3][c:4]([CH3:12])[c:5]2[c:6]([nH:7][c:8]([CH3:10])[n:9]2)[cH:11]1.[C:13]([O-:14])([O-:15])=[O:16].[Na+:17].[Na+:18].[O:19]1[CH2:20][CH2:21][O:22][CH2:23][CH2:24]1.[OH2:25]>>[c:2]1([C:13](=[O:14])[OH:15])[cH:3][c:4]([CH3:12])[c:5]2[c:6]([nH:7][c:8]([CH3:10])[n:9]2)[cH:11]1. The reactants are Cc1ccccc1CO, CN(C)C=O, [H-], Nc1nccnc1Cl, [Na+]. The product is Cc1ccccc1COc1nccnc1N. Reaction SMILES: [CH3:1][c:2]1[c:3]([CH2:4][OH:5])[cH:6][cH:7][cH:8][cH:9]1.[CH3:20][N:21]([CH3:22])[CH:23]=[O:24].[H-:10].[NH2:12][c:13]1[n:14][cH:15][cH:16][n:17][c:18]1[Cl:19].[Na+:11]>>[CH3:1][c:2]1[c:3]([CH2:4][O:5][c:18]2[c:13]([NH2:12])[n:14][cH:15][cH:16][n:17]2)[cH:6][cH:7][cH:8][cH:9]1. Reactants: [BH4-], CO, Cc1c(C=O)c(N2CCC(N(C)C)C2)c2oc(C3CC3)nc2c1C#N, ClCCl, [Na+], [Na+], O=C([O-])O. Yields the product Cc1c(CO)c(N2CCC(N(C)C)C2)c2oc(C3CC3)nc2c1C#N. RXN SMILES: [BH4-:26].[CH3:33][OH:34].[CH:1]1([c:4]2[o:5][c:6]3[c:7]([n:8]2)[c:9]([C:24]#[N:25])[c:10]([CH3:23])[c:11]([CH:21]=[O:22])[c:12]3[N:13]2[CH2:14][CH:15]([N:18]([CH3:19])[CH3:20])[CH2:16][CH2:17]2)[CH2:2][CH2:3]1.[Cl:35][CH2:36][Cl:37].[Na+:27].[Na+:28].[OH:29][C:30](=[O:31])[O-:32]>>[CH:1]1([c:4]2[o:5][c:6]3[c:7]([n:8]2)[c:9]([C:24]#[N:25])[c:10]([CH3:23])[c:11]([CH2:21][OH:22])[c:12]3[N:13]2[CH2:14][CH:15]([N:18]([CH3:19])[CH3:20])[CH2:16][CH2:17]2)[CH2:2][CH2:3]1. Reactants: CC(C)C(C(=O)O)c1ccc(O)cc1, FC(F)Cl, [Na+], C1COCCO1, [OH-], O. The product is CC(C)C(C(=O)O)c1ccc(OC(F)F)cc1. RXN SMILES: [CH3:1][CH:2]([CH3:3])[CH:4]([C:5]([OH:6])=[O:7])[c:8]1[cH:9][cH:10][c:11]([OH:12])[cH:13][cH:14]1.[Cl:23][CH:24]([F:25])[F:26].[Na+:22].[O:15]1[CH2:16][CH2:17][O:18][CH2:19][CH2:20]1.[OH-:21].[OH2:27]>>[CH3:1][CH:2]([CH3:3])[CH:4]([C:5]([OH:6])=[O:7])[c:8]1[cH:9][cH:10][c:11]([O:12][CH:24]([F:25])[F:26])[cH:13][cH:14]1. As a reaction SMILES: [CH3:1][O:2][CH2:3][CH2:4][C@@H:5]1[NH:10][CH2:9][CH2:8][N:7]([C:11]2[C:20]3[N:19]=[C:18]([CH:21]([CH3:23])[CH3:22])[S:17][C:16]=3[NH:15][C:14]3[CH:24]=[CH:25][CH:26]=[CH:27][C:13]=3[N:12]=2)[CH2:6]1.C=O.[C:30](O[BH-](OC(=O)C)OC(=O)C)(=O)C.[Na+]>ClC(Cl)C.C(=O)(O)[O-].[Na+]>[CH3:1][O:2][CH2:3][CH2:4][C@@H:5]1[N:10]([CH3:30])[CH2:9][CH2:8][N:7]([C:11]2[C:20]3[N:19]=[C:18]([CH:21]([CH3:23])[CH3:22])[S:17][C:16]=3[NH:15][C:14]3[CH:24]=[CH:25][CH:26]=[CH:27][C:13]=3[N:12]=2)[CH2:6]1 |f:2.3,5.6|. Procedure: Combine (S)-10-[3-(2-methoxy-ethyl)-piperazin-1-yl]-2-isopropyl-4H-3-thia-1,4,9-triaza-benzo[f]azulene (0.181 g, 0.469 mmol), formaldehyde (50 μL, 0.610 mmol, 37%), and sodium triacetoxyborohydride (0.149 g, 0.704 mmol) in dichloroethane (12 mL) and stir at room temperature for 2 hours. Dilute the mixture with saturated sodium bicarbonate and extract three times with methylene chloride. Combine the organic layers, dry over sodium sulfate and concentrate under reduced pressure to give the crude p... The product is COCC[C@H]1CN(CCN1C)C1=NC2=C(NC=3SC(=NC13)C(C)C)C=CC=C2 ((S)-10-[3-(2-methoxy-ethyl)-4-methyl-piperazin-1-yl]-2 isopropyl-4H-3-thia-1,4,9-triaza-benzo[f]azulene). Yield: 89.6%. Starting materials: COCC[C@H]1CN(CCN1)C1=NC2=C(NC=3SC(=NC13)C(C)C)C=CC=C2 ((S)-10-[3-(2-methoxy-ethyl)-piperazin-1-yl]-2-isopropyl-4H-3-thia-1,4,9-triaza-benzo[f]azulene), C=O (formaldehyde), C(C)(=O)O[BH-](OC(C)=O)OC(C)=O.[Na+] (sodium triacetoxyborohydride). Run in ClC(C)Cl (dichloroethane), C([O-])(O)=O.[Na+] (sodium bicarbonate).